From a dataset of the Open Reaction Database (ORD), a public repository of structured organic reaction records. describe an organic reaction: reactants, conditions, products, and yield Starting materials: C(C)(C)(C)C=1C=C2C=CC3=CC=C(C4=CC=C(C1)C2=C43)C4=CC=C(C=C4)Cl (7-t-butyl-1-(4-chlorophenyl)pyrene), BrN1C(CCC1=O)=O (N-bromosuccinimide). The solvent is O1CCCC1 (tetrahydrofuran). Reaction conditions: temperature 30 celsius, time 5 hour. The product is BrC1=CC(=C2C=CC3=CC(=CC4=CC=C1C2=C34)C(C)(C)C)C3=CC=C(C=C3)Cl (1-bromo-7-t-butyl-3-(4-chlorophenyl)pyrene). Isolated yield 91.7%. RXN SMILES: [C:1]([C:5]1[CH:6]=[C:7]2[C:19]3=[C:20]4[C:10](=[CH:11][CH:12]=[C:13]([C:21]5[CH:26]=[CH:25][C:24]([Cl:27])=[CH:23][CH:22]=5)[C:14]4=[CH:15][CH:16]=[C:17]3[CH:18]=1)[CH:9]=[CH:8]2)([CH3:4])([CH3:3])[CH3:2].[Br:28]N1C(=O)CCC1=O>O1CCCC1>[Br:28][C:11]1[C:10]2[C:20]3=[C:19]4[C:7](=[CH:8][CH:9]=2)[CH:6]=[C:5]([C:1]([CH3:4])([CH3:2])[CH3:3])[CH:18]=[C:17]4[CH:16]=[CH:15][C:14]3=[C:13]([C:21]2[CH:22]=[CH:23][C:24]([Cl:27])=[CH:25][CH:26]=2)[CH:12]=1. Procedure: Then, to a mixed solution of 100.6 g of 7-t-butyl-1-(4-chlorophenyl)pyrene, and 1638 ml of tetrahydrofuran was added 53.5 g of N-bromosuccinimide under a nitrogen stream. This mixed solution was stirred at 30° C. for about 5 hours, and concentrated, 984 ml of methanol was added, and the mixture was stirred for about 1 hour, and filtered. To the resulting solid was added 539 ml of hexane, and the mixture was heated and stirred for about 1 hour, and filtered. After the resultant was vacuum dried, ... Reactants: C(#N)C=1C=C(C=C(C1)C)N(C(C)=O)C=1N(C(NC(C1C(C)C)=O)=O)CC1=CC(=NC(=C1)NCC1=CC=C(C=C1)OC)F (N-(3-cyano-5-methyl-phenyl)-N-{3-[2-fluoro-6-(4-methoxy-benzylamino)-pyridin-4-ylmethyl]-5-isopropyl-2,6-dioxo-1,2,3,6-tetrahydro-pyrimidin-4-yl}-acetamide), C(C)(=O)O (acetic acid), [N+](=O)([O-])[O-].[NH4+] (ammonium nitrate). Reagents/catalysts: O (water). Solvent: C(C)#N (acetonitrile). Product: NC1=NC(=CC(=C1)CN1C(NC(C(=C1N(C(C)=O)C1=CC(=CC(=C1)C)C#N)C(C)C)=O)=O)F (N-[3-(2-Amino-6-fluoro-pyridin-4-ylmethyl)-5-isopropyl-2,6-dioxo-1,2,3,6-tetrahydro-pyrimidin-4-yl]-N-(3-cyano-5-methyl-phenyl)-acetamide). The yield is 51.0%. RXN SMILES: [C:1]([C:3]1[CH:4]=[C:5]([N:10]([C:14]2[N:15]([CH2:25][C:26]3[CH:31]=[C:30]([NH:32]CC4C=CC(OC)=CC=4)[N:29]=[C:28]([F:42])[CH:27]=3)[C:16](=[O:24])[NH:17][C:18](=[O:23])[C:19]=2[CH:20]([CH3:22])[CH3:21])[C:11](=[O:13])[CH3:12])[CH:6]=[C:7]([CH3:9])[CH:8]=1)#[N:2].C(O)(=O)C.[N+]([O-])([O-])=O.[NH4+]>C(#N)C.O>[NH2:32][C:30]1[CH:31]=[C:26]([CH2:25][N:15]2[C:14]([N:10]([C:5]3[CH:6]=[C:7]([CH3:9])[CH:8]=[C:3]([C:1]#[N:2])[CH:4]=3)[C:11](=[O:13])[CH3:12])=[C:19]([CH:20]([CH3:22])[CH3:21])[C:18](=[O:23])[NH:17][C:16]2=[O:24])[CH:27]=[C:28]([F:42])[N:29]=1 |f:2.3|. Procedure details: A solution of N-(3-cyano-5-methyl-phenyl)-N-{3-[2-fluoro-6-(4-methoxy-benzylamino)-pyridin-4-ylmethyl]-5-isopropyl-2,6-dioxo-1,2,3,6-tetrahydro-pyrimidin-4-yl}-acetamide (58 mg, 0.10 mmol) in acetonitrile (0.7 mL) was treated with glacial acetic acid (0.275 mL), cerric (IV) ammonium nitrate (111 mg, 0.20 mmol) and water (10 drops). After 30 min the mixture was partitioned between water (5 mL) and ethyl acetate (10 mL). The solvent was removed from the organic phase in vacuo and the residue was s... The reactants are [Br-], CCCCCC1CCC(C2CCC(CC=O)CC2)CC1, C1CCOC1, CC(C)(C)[O-], Fc1ccc(CC[P+](c2ccccc2)(c2ccccc2)c2ccccc2)cc1, [K+]. Product: CCCCCC1CCC(C2CCC(CCC=Cc3ccc(F)cc3)CC2)CC1. As a reaction SMILES: [Br-:1].[CH2:36]([CH2:37][CH2:38][CH2:39][CH3:40])[CH:41]1[CH2:42][CH2:43][CH:44]([CH:47]2[CH2:48][CH2:49][CH:50]([CH2:53][CH:54]=[O:55])[CH2:51][CH2:52]2)[CH2:45][CH2:46]1.[CH2:56]1[O:57][CH2:58][CH2:59][CH2:60]1.[CH3:30][C:31]([CH3:32])([O-:33])[CH3:34].[F:2][c:3]1[cH:4][cH:5][c:6]([CH2:7][CH2:8][P+:9]([c:10]2[cH:11][cH:12][cH:13][cH:14][cH:15]2)([c:16]2[cH:17][cH:18][cH:19][cH:20][cH:21]2)[c:22]2[cH:23][cH:24][cH:25][cH:26][cH:27]2)[cH:28][cH:29]1.[K+:35]>>[F:2][c:3]1[cH:4][cH:5][c:6]([CH:7]=[CH:8][CH2:54][CH2:53][CH:50]2[CH2:49][CH2:48][CH:47]([CH:44]3[CH2:43][CH2:42][CH:41]([CH2:36][CH2:37][CH2:38][CH2:39][CH3:40])[CH2:46][CH2:45]3)[CH2:52][CH2:51]2)[cH:28][cH:29]1. Starting materials: ClC1=C2C=CC(=NC2=NC=C1)C (5-Chloro-2-methyl-[1,8]naphthyridine), NC1=C(C=CC(=C1)OCC1=CC(=CC=C1)Br)SC1=CC=C(C=C1)O (4-[2-Amino-4-(3-bromo-benzyloxy)-phenylsulfanyl]-phenol). Product: BrC=1C=C(COC2=CC(=C(C=C2)SC2=CC=C(C=C2)O)NC2=CC=NC3=NC(=CC=C23)C)C=CC1 (4-[4-(3-Bromo-benzyloxy)-2-(7-methyl-[1,8]naphthyridin-4-ylamino)-phenylsulfanyl]-phenol). RXN SMILES: Cl[C:2]1[CH:11]=[CH:10][N:9]=[C:8]2[C:3]=1[CH:4]=[CH:5][C:6]([CH3:12])=[N:7]2.[NH2:13][C:14]1[CH:19]=[C:18]([O:20][CH2:21][C:22]2[CH:27]=[CH:26][CH:25]=[C:24]([Br:28])[CH:23]=2)[CH:17]=[CH:16][C:15]=1[S:29][C:30]1[CH:35]=[CH:34][C:33]([OH:36])=[CH:32][CH:31]=1>>[Br:28][C:24]1[CH:23]=[C:22]([CH:27]=[CH:26][CH:25]=1)[CH2:21][O:20][C:18]1[CH:17]=[CH:16][C:15]([S:29][C:30]2[CH:35]=[CH:34][C:33]([OH:36])=[CH:32][CH:31]=2)=[C:14]([NH:13][C:2]2[C:3]3[C:8](=[N:7][C:6]([CH3:12])=[CH:5][CH:4]=3)[N:9]=[CH:10][CH:11]=2)[CH:19]=1. Reported procedure: The product from Example 1d (57 mg, 0.319 mmol) was reacted with 4-[2-Amino-4-(3-bromo-benzyloxy)-phenylsulfanyl]-phenol (128 mg, 0.319 mmol) for 28 h following the procedure from Example 1g giving the crude title compound which was purified by HPLC with TFA providing the product as a trifluoroacetic acid (118 mg, 56%). 1H NMR (300 MHz, DMSO-d6) δ ppm: 2.76 (3H) 5.15 (s, 2H) 6.25 (d, J=6.99 Hz, 1H) 6.65 (d, J=8.46 Hz, 2H) 7.06-7.68 (m, 8H) 7.80 (d, J=8.46 Hz, 1H) 8.39 (d, J=6.99 Hz, 1H) 8.99 (d,... Reactants: CC(C)(C)[Si](C)(C)Cl, COc1ccc(C(Cl)(c2ccccc2)c2ccc(OC)cc2)cc1, CO, ClCCl, CC1(F)C(O)C(CO)OC1n1ccc(=O)[nH]c1=O, [NH4+], [OH-], O, O=C(O)C(F)(F)F, c1ccncc1, c1c[nH]cn1. Product: CC1(F)C(O[Si](C)(C)C(C)(C)C)C(CO)OC1n1ccc(=O)[nH]c1=O. RXN SMILES: [C:48]([CH3:49])([CH3:50])([CH3:51])[Si:52]([CH3:53])([CH3:54])[Cl:55].[CH3:19][O:20][c:21]1[cH:22][cH:23][c:24]([C:25]([Cl:26])([c:27]2[cH:28][cH:29][cH:30][cH:31][cH:32]2)[c:33]2[cH:34][cH:35][c:36]([O:37][CH3:38])[cH:39][cH:40]2)[cH:41][cH:42]1.[CH3:74][OH:75].[Cl:71][CH2:72][Cl:73].[F:1][C:2]1([CH3:18])[CH:3]([n:10]2[c:11](=[O:12])[nH:13][c:14](=[O:15])[cH:16][cH:17]2)[O:4][CH:5]([CH2:8][OH:9])[CH:6]1[OH:7].[NH4+:63].[OH-:64].[OH2:76].[OH:56][C:57]([C:58]([F:59])([F:60])[F:61])=[O:62].[cH:65]1[cH:66][cH:67][n:68][cH:69][cH:70]1.[nH:43]1[cH:44][cH:45][n:46][cH:47]1>>[F:1][C:2]1([CH3:18])[CH:3]([n:10]2[c:11](=[O:12])[nH:13][c:14](=[O:15])[cH:16][cH:17]2)[O:4][CH:5]([CH2:8][OH:9])[CH:6]1[O:7][Si:52]([C:48]([CH3:49])([CH3:50])[CH3:51])([CH3:53])[CH3:54]. Reactants: CN(C=O)C (dimethyl formamide), [Na] (sodium), C(C)(=O)OCC1=C(N2C(C(C2SC1)N)=O)C(=O)O (3-[(acetyloxy)methyl]-7-amino-8-oxo-5-thia-1-azabicyclo[4.2.0]oct-2-ene-2-carboxylic acid), ClCOC(CC)=O (chloromethylpropionate). The solvent is C(C)(=O)OCC (ethyl acetate). Reaction conditions: time 3 hour. Product: C(CC)(=O)OCOC(=O)C=1N2C(C(C2SCC1COC(C)=O)N)=O (3-[(acetyloxy)methyl]-7-amino-8-oxo-5-thia-1-azabicyclo[4.2.0]oct-2-ene-2-carboxylic acid propionyloxymethyl ester). Reaction SMILES: CN(C)C=O.[Na].[C:7]([O:10][CH2:11][C:12]1[CH2:19][S:18][CH:17]2[N:14]([C:15](=[O:21])[CH:16]2[NH2:20])[C:13]=1[C:22]([OH:24])=[O:23])(=[O:9])[CH3:8].Cl[CH2:26][O:27][C:28](=[O:31])[CH2:29][CH3:30]>C(OCC)(=O)C>[C:28]([O:27][CH2:26][O:23][C:22]([C:13]1[N:14]2[CH:17]([S:18][CH2:19][C:12]=1[CH2:11][O:10][C:7](=[O:9])[CH3:8])[CH:16]([NH2:20])[C:15]2=[O:21])=[O:24])(=[O:31])[CH2:29][CH3:30] |^1:5|. Reported procedure: To 35 ml of dimethyl formamide is added 7.5 g of the sodium salt of 3-[(acetyloxy)methyl]-7-amino-8-oxo-5-thia-1-azabicyclo[4.2.0]oct-2-ene-2-carboxylic acid, and the solution is stirred at room temperature for about 30 minutes after which 8 ml of chloromethylpropionate is added. Stirring is continued at room temperature for about 3 hours. The mixture is diluted with ethyl acetate and washed with water. The organic layer is separated and evaporated to dryness. The residue is recrystallized from ...